Dataset: the Open Reaction Database (ORD), a public repository of structured organic reaction records. Task: describe an organic reaction: reactants, conditions, products, and yield Product: CCc1nc(NNC(=O)C(CC2CCCC2)CN(C=O)OCc2ccccc2)c(F)c(N2CCC2)n1. As a reaction SMILES: [CH2:48]([Cl:49])[CH2:50][Cl:51].[CH:16]1([CH2:21][CH:22]([C:23](=[O:24])[OH:25])[CH2:26][N:27]([O:28][CH2:29][c:30]2[cH:31][cH:32][cH:33][cH:34][cH:35]2)[CH:36]=[O:37])[CH2:17][CH2:18][CH2:19][CH2:20]1.[N:1]1([c:5]2[n:6][c:7]([CH2:14][CH3:15])[n:8][c:9]([NH:12][NH2:13])[c:10]2[F:11])[CH2:2][CH2:3][CH2:4]1.[O:52]=[CH:53][N:54]([CH3:55])[CH3:56].[OH:38][n:39]1[c:40]2[n:41][cH:42][cH:43][cH:44][c:45]2[n:46][n:47]1>>[N:1]1([c:5]2[n:6][c:7]([CH2:14][CH3:15])[n:8][c:9]([NH:12][NH:13][C:23]([CH:22]([CH2:21][CH:16]3[CH2:17][CH2:18][CH2:19][CH2:20]3)[CH2:26][N:27]([O:28][CH2:29][c:30]3[cH:31][cH:32][cH:33][cH:34][cH:35]3)[CH:36]=[O:37])=[O:24])[c:10]2[F:11])[CH2:2][CH2:3][CH2:4]1. Starting materials: ClCCCl, O=CN(CC(CC1CCCC1)C(=O)O)OCc1ccccc1, CCc1nc(NN)c(F)c(N2CCC2)n1, CN(C)C=O, On1nnc2cccnc21. RXN SMILES: [CH2:1]([CH:5]([CH:12]=[CH2:13])[CH2:6][CH2:7][CH2:8][CH2:9][CH2:10][OH:11])[CH2:2][CH2:3][CH3:4].[C:14]([O-])(=[O:16])[CH3:15].C(OC(=O)C)(=O)C>CN(C)C1C=CN=CC=1.N1C=CC=CC=1>[C:14]([O:11][CH2:10][CH2:9][CH2:8][CH2:7][CH2:6][CH:5]([CH2:1][CH2:2][CH2:3][CH3:4])[CH:12]=[CH2:13])(=[O:16])[CH3:15]. The reactants are C(CCC)C(CCCCCO)C=C (6- Butyloct-7-en-1-ol), C(C)(=O)[O-] (acetate), C(C)(=O)OC(C)=O (acetic anhydride). The reagents and catalysts are CN(C1=CC=NC=C1)C (4-dimethylaminopyridine). Isolated yield 93.0%. Procedure: 6- Butyloct-7-en-1-ol (800 mg, 4.34 mmol) was converted to the acetate in a standard procedure with acetic anhydride, pyridine and 4-dimethylaminopyridine (DMAP). Subsequent purification by PMLPC yielded 914 mg (93%) of 6-butyloct-7-en-1-yl acetate. Product: C(C)(=O)OCCCCCC(C=C)CCCC (6-butyloct-7-en-1-yl acetate). Run in N1=CC=CC=C1 (pyridine). Product: BrC=1C=C(C=CC1OC)N (3-Bromo-4-methoxybenzenamine). Run in CCOC(=O)C (EtOAc), O (H2O). Isolated yield 92.6%. Reaction conditions: time 3 hour. Starting materials: BrC1=C(C=CC(=C1)[N+](=O)[O-])OC (2-Bromo-1-methoxy-4-nitrobenzene), C(=O)(O)[O-].[Na+] (NaHCO3), O.O.Cl[Sn]Cl (SnCl2.2H2O), CO (MeOH). Procedure: 2-Bromo-1-methoxy-4-nitrobenzene (2.50 g, 10.8 mmol), SnCl2.2H2O (12.2 g, 53.9 mmol), and MeOH (30 mL) were combined and allowed to stir for 3 h at ambient temperature. To the mixture was added H2O (100 mL) and EtOAc (100 mL) resulting in the formation of a thick emulsion. To this was added sat. aq. NaHCO3 (30 mL). The layers were separated and the aqueous layer was extracted with EtOAc (3×30 mL). The organics were combined and dried over MgSO4 before being filtered. Concentration of the filtrat... Reaction SMILES: [Br:1][C:2]1[CH:7]=[C:6]([N+:8]([O-])=O)[CH:5]=[CH:4][C:3]=1[O:11][CH3:12].O.O.Cl[Sn]Cl.CO.C([O-])(O)=O.[Na+]>CCOC(C)=O.O>[Br:1][C:2]1[CH:7]=[C:6]([NH2:8])[CH:5]=[CH:4][C:3]=1[O:11][CH3:12] |f:1.2.3,5.6|. Yield: 66.0%. Conditions: time 16 hour. The product is C1(CCCCC1)NC(=O)NC1CCCCC1 (N,N'-dicyclohexylurea). Solvent: O1CCOCC1 (dioxane). Reported procedure: S-Acetyl-2-mercaptoacetic acid (75 mmoles) and N-hydroxysuccinimide (75 mmoles), were dissolved in 150 ml dioxane and reacted with cooling in ice with N,N'-dicyclohexylcarbodiimide (75 mmoles) and the mixture was kept at 4° C. for 16 h. The N,N'-dicyclohexylurea formed was removed by filtration and the solvent evaporated in vacuo. The residue was twice recrystallized from 2-propanol. Reactants: C(C)(=O)SCC(=O)O (S-Acetyl-2-mercaptoacetic acid), ON1C(CCC1=O)=O (N-hydroxysuccinimide), C1(CCCCC1)N=C=NC1CCCCC1 (N,N'-dicyclohexylcarbodiimide). Reaction SMILES: C(SCC(O)=O)(=[O:3])C.ON1C(=O)CCC1=O.[CH:17]1([N:23]=[C:24]=[N:25][CH:26]2[CH2:31][CH2:30][CH2:29][CH2:28][CH2:27]2)[CH2:22][CH2:21][CH2:20][CH2:19][CH2:18]1>O1CCOCC1>[CH:26]1([NH:25][C:24]([NH:23][CH:17]2[CH2:18][CH2:19][CH2:20][CH2:21][CH2:22]2)=[O:3])[CH2:31][CH2:30][CH2:29][CH2:28][CH2:27]1. The reactants are C(O)([O-])=O.[Na+] (sodium hydrogen carbonate), C(C1=CC=CC=C1)N[C@@H]1[C@@H](CCC1)O ((1R,2S)-2-(benzylamino)cyclopentanol), C=O (formaldehyde), C(C)(=O)O[BH-](OC(C)=O)OC(C)=O.[Na+] (sodium triacetoxyborohydride), Cl (hydrochloric acid). The solvent is ClCCCl (1,2-dichloroethane). Conditions: time 8 hour. Yields the product C(C1=CC=CC=C1)N([C@@H]1[C@@H](CCC1)O)C ((1R,2S)-2-[benzyl(methyl)amino]cyclopentanol). The yield is 94.5%. Reaction SMILES: [CH2:1]([NH:8][C@H:9]1[CH2:13][CH2:12][CH2:11][C@H:10]1[OH:14])[C:2]1[CH:7]=[CH:6][CH:5]=[CH:4][CH:3]=1.C=O.[C:17](O[BH-](OC(=O)C)OC(=O)C)(=O)C.[Na+].C(=O)([O-])O.[Na+].Cl>ClCCCl>[CH2:1]([N:8]([CH3:17])[C@H:9]1[CH2:13][CH2:12][CH2:11][C@H:10]1[OH:14])[C:2]1[CH:7]=[CH:6][CH:5]=[CH:4][CH:3]=1 |f:2.3,4.5|. Procedure details: Under a nitrogen atmosphere, to a mixture of (1R,2S)-2-(benzylamino)cyclopentanol (1.36 g), 1,2-dichloroethane (34 mL), and a 37% aqueous formaldehyde solution (1.73 mL) was added sodium triacetoxyborohydride (4.52 g), followed by stirring at room temperature overnight. To the reactant was added a saturated aqueous sodium hydrogen carbonate solution, and then acidified by the addition of 1 M hydrochloric acid. The aqueous phase was washed with ethyl acetate. The water phase was basified with a 1...